Dataset: the Open Reaction Database (ORD), a public repository of structured organic reaction records. Task: describe an organic reaction: reactants, conditions, products, and yield Reactants: CC(=O)OC(C)C(=O)Nc1ccc(C2=NNC(=O)NC2C)cc1, CO, [Na+], [OH-], O. Yields the product CC(O)C(=O)Nc1ccc(C2=NNC(=O)NC2C)cc1. As a reaction SMILES: [C:1](=[O:2])([CH3:3])[O:4][CH:5]([C:6](=[O:7])[NH:8][c:9]1[cH:10][cH:11][c:12]([C:15]2=[N:20][NH:19][C:18](=[O:21])[NH:17][CH:16]2[CH3:22])[cH:13][cH:14]1)[CH3:23].[CH3:27][OH:28].[Na+:25].[OH-:24].[OH2:26]>>[OH:4][CH:5]([C:6](=[O:7])[NH:8][c:9]1[cH:10][cH:11][c:12]([C:15]2=[N:20][NH:19][C:18](=[O:21])[NH:17][CH:16]2[CH3:22])[cH:13][cH:14]1)[CH3:23]. Reactants: CN(C)C=O, CN(C(=O)OC(C)(C)C)c1cc(Cl)ccc1[N+](=O)[O-], [H-], [Na+], Oc1ccc(Oc2ccccc2)cc1. The product is CN(C(=O)OC(C)(C)C)c1cc(Oc2ccc(Oc3ccccc3)cc2)ccc1[N+](=O)[O-]. As a reaction SMILES: [CH3:36][N:37]([CH3:38])[CH:39]=[O:40].[Cl:15][c:16]1[cH:17][cH:18][c:19]([N+:31](=[O:32])[O-:33])[c:20]([N:22]([C:23]([O:24][C:25]([CH3:26])([CH3:27])[CH3:28])=[O:29])[CH3:30])[cH:21]1.[H-:34].[Na+:35].[OH:1][c:2]1[cH:3][cH:4][c:5]([O:6][c:7]2[cH:8][cH:9][cH:10][cH:11][cH:12]2)[cH:13][cH:14]1>>[O:1]([c:2]1[cH:3][cH:4][c:5]([O:6][c:7]2[cH:8][cH:9][cH:10][cH:11][cH:12]2)[cH:13][cH:14]1)[c:16]1[cH:17][cH:18][c:19]([N+:31](=[O:32])[O-:33])[c:20]([N:22]([C:23]([O:24][C:25]([CH3:26])([CH3:27])[CH3:28])=[O:29])[CH3:30])[cH:21]1. Reactants: CO (methanol), Cl (HCl), C(#N)CC(CSC(C)=O)CSC(C)=O (2-cyanomethyl-1,3-bis(acetylthio)propane). The solvent is O1CCCC1 (tetrahydrofurane). Yields the product C(C)(=O)SCC1CC(SC1)=N (4-acetylthiomethyl-2-iminothiolane), Cl (HCl), 600. RXN SMILES: [ClH:1].[C:2]([CH2:4][CH:5]([CH2:11][S:12]C(=O)C)[CH2:6][S:7][C:8](=[O:10])[CH3:9])#[N:3].CO>O1CCCC1>[C:8]([S:7][CH2:6][CH:5]1[CH2:11][S:12][C:2](=[NH:3])[CH2:4]1)(=[O:10])[CH3:9].[ClH:1]. Reported procedure: Gaseous HCl is passed during 0.5 hour through a solution of 3 g of 2-cyanomethyl-1,3-bis(acetylthio)propane, obtained according to Example XIX e), and 1.8 g of methanol in 30 ml tetrahydrofurane; temperature 40°-55° C. The solution is evaporated; diethylether is added to the residue. The precipitate formed is aspirated off, washed with diethylether and dried. The second title compound, viz. 4-acetylthiomethyl-2-iminothiolane is obtained as its HCl sale in a yield of 600 rag; m.p. 186°-188° C. (d... Reactants: [OH-].[Na+] (sodium hydroxide), ClC1=C(CC=2C=C3CCC(C3=CC2O)C(=O)O)C=CC=C1 (5-(o-chlorobenzyl)-6-hydroxy-indane-1-carboxylic acid), ethyl acetate-petroleum ether, CO (methanol). Product: COC(=O)C1CCC2=CC(=C(C=C12)O)C(C1=C(C=CC=C1)Cl)=O (5-(o-chlorobenzoyl)-6-hydroxy-indane-1-carboxylic acid methyl ester). Reaction SMILES: [OH-:1].[Na+].[Cl:3][C:4]1[CH:23]=[CH:22][CH:21]=[CH:20][C:5]=1[CH2:6][C:7]1[CH:8]=[C:9]2[C:13](=[CH:14][C:15]=1[OH:16])[CH:12]([C:17]([OH:19])=[O:18])[CH2:11][CH2:10]2.[CH3:24]O>>[CH3:24][O:18][C:17]([CH:12]1[C:13]2[C:9](=[CH:8][C:7]([C:6](=[O:1])[C:5]3[CH:20]=[CH:21][CH:22]=[CH:23][C:4]=3[Cl:3])=[C:15]([OH:16])[CH:14]=2)[CH2:10][CH2:11]1)=[O:19] |f:0.1|. Reported procedure: Analogously to the description in Example 2, 8.7 g of 5-(o-chlorobenzoyl)-6-hydroxy-indane-1-carboxylic acid methyl ester and 27 ml of 2 N sodium hydroxide solution in 100 ml of methanol give 5-(o-chlorobenzyl)-6-hydroxy-indane-1-carboxylic acid of melting point 188°-190° C (from ethyl acetate-petroleum ether). Starting materials: O=C([O-])[O-], CCOC(=O)CC1OB(O)c2cc(O)cc(C)c21, NC(=O)c1nnc(Cl)s1, [Cs+], [Cs+], CN(C)C=O. Product: CCOC(=O)CC1OB(O)c2cc(Oc3nnc(C(N)=O)s3)cc(C)c21. Reaction SMILES: [C:19](=[O:20])([O-:21])[O-:22].[CH2:1]([CH3:2])[O:3][C:4]([CH2:5][CH:6]1[c:7]2[c:8]([cH:12][c:13]([OH:17])[cH:14][c:15]2[CH3:16])[B:9]([OH:11])[O:10]1)=[O:18].[Cl:25][c:26]1[n:27][n:28][c:29]([C:31](=[O:32])[NH2:33])[s:30]1.[Cs+:23].[Cs+:24].[O:34]=[CH:35][N:36]([CH3:37])[CH3:38]>>[CH2:1]([CH3:2])[O:3][C:4]([CH2:5][CH:6]1[c:7]2[c:8]([cH:12][c:13]([O:17][c:26]3[n:27][n:28][c:29]([C:31](=[O:32])[NH2:33])[s:30]3)[cH:14][c:15]2[CH3:16])[B:9]([OH:11])[O:10]1)=[O:18]. The reactants are C(C)(=O)OCC1N(C2=NC3=C(N2C1)C(=CC=C3)N(CC)CC)C3=C(C=C(C=C3)Cl)Cl ([1-(2,4-dichlorophenyl)-5-(diethylamino)-2,3-dihydro-1H-imidazo[1,2-a]benzimidazol-2-yl]methyl acetate), C([O-])([O-])=O.[K+].[K+] (potassium carbonate). Run in C(C)(=O)OCC (ethyl acetate), CO (methanol). Run at time 1 hour. The product is ClC1=C(C=CC(=C1)Cl)N1C(CN2C1=NC1=C2C(=CC=C1)N(CC)CC)CO ([1-(2,4-Dichlorophenyl)-5-(diethylamino)-2,3-dihydro-1H-imidazo [1,2-a]benzimidazol-2-yl]methanol). Isolated yield 87.0%. As a reaction SMILES: C([O:4][CH2:5][CH:6]1[CH2:13][N:12]2[C:8](=[N:9][C:10]3[CH:17]=[CH:16][CH:15]=[C:14]([N:18]([CH2:21][CH3:22])[CH2:19][CH3:20])[C:11]=32)[N:7]1[C:23]1[CH:28]=[CH:27][C:26]([Cl:29])=[CH:25][C:24]=1[Cl:30])(=O)C.C(=O)([O-])[O-].[K+].[K+]>CO.C(OCC)(=O)C>[Cl:30][C:24]1[CH:25]=[C:26]([Cl:29])[CH:27]=[CH:28][C:23]=1[N:7]1[C:8]2=[N:9][C:10]3[CH:17]=[CH:16][CH:15]=[C:14]([N:18]([CH2:21][CH3:22])[CH2:19][CH3:20])[C:11]=3[N:12]2[CH2:13][CH:6]1[CH2:5][OH:4] |f:1.2.3|. Reported procedure: To a solution of [1-(2,4-dichlorophenyl)-5-(diethylamino)-2,3-dihydro-1H-imidazo[1,2-a]benzimidazol-2-yl]methyl acetate (30.5 mg, 0.0682 mmol) in methanol (0.7 mL) was added potassium carbonate (9.4 mg, 0.0682 mmol) at room temperature. After 1 hr, the mixture was diluted with ethyl acetate, washed with water and brine, dried over anhydrous sodium sulfate, filtered and concentrated in vacuo. The residue was purified by flash column chromatography on silica gel eluting with a 20-70% ethyl acetate...